Dataset: the Open Reaction Database (ORD), a public repository of structured organic reaction records. Task: describe an organic reaction: reactants, conditions, products, and yield Starting materials: [K+], CCOC(=O)C(=O)CC(=O)c1ccc(OCc2ccsc2)cc1OC(C)c1ccccc1C, [OH-]. Product: Cc1ccccc1C(C)Oc1cc(OCc2ccsc2)ccc1C(=O)CC(=O)C(=O)O. RXN SMILES: [K+:35].[O:1]=[C:2]([C:3](=[O:4])[O:5][CH2:6][CH3:7])[CH2:8][C:9]([c:10]1[c:11]([O:23][CH:24]([CH3:25])[c:26]2[c:27]([CH3:32])[cH:28][cH:29][cH:30][cH:31]2)[cH:12][c:13]([O:16][CH2:17][c:18]2[cH:19][s:20][cH:21][cH:22]2)[cH:14][cH:15]1)=[O:33].[OH-:34]>>[O:1]=[C:2]([C:3](=[O:4])[OH:5])[CH2:8][C:9]([c:10]1[c:11]([O:23][CH:24]([CH3:25])[c:26]2[c:27]([CH3:32])[cH:28][cH:29][cH:30][cH:31]2)[cH:12][c:13]([O:16][CH2:17][c:18]2[cH:19][s:20][cH:21][cH:22]2)[cH:14][cH:15]1)=[O:33].